From a dataset of the Open Reaction Database (ORD), a public repository of structured organic reaction records. describe an organic reaction: reactants, conditions, products, and yield The reactants are CCO, Cl, [Fe], O=C1NCc2cc([N+](=O)[O-])ccc21, N, O. Product: Nc1ccc2c(c1)CNC2=O. As a reaction SMILES: [CH3:17][CH2:18][OH:19].[ClH:2].[Fe:20].[N+:3]([O-:4])(=[O:5])[c:6]1[cH:7][c:8]2[c:12]([cH:13][cH:14]1)[C:11](=[O:15])[NH:10][CH2:9]2.[NH3:16].[OH2:1]>>[NH2:3][c:6]1[cH:7][c:8]2[c:12]([cH:13][cH:14]1)[C:11](=[O:15])[NH:10][CH2:9]2.